This data is from the Open Reaction Database (ORD), a public repository of structured organic reaction records. The task is: describe an organic reaction: reactants, conditions, products, and yield The reactants are C1CCOC1, COCCOCOc1cc(-c2oc3[nH]c(=O)ncc3c2-c2cc(OC)c(OC)c(OC)c2)ccc1OC, CO, CCOC(C)=O, Cl. The product is COc1ccc(-c2oc3[nH]c(=O)ncc3c2-c2cc(OC)c(OC)c(OC)c2)cc1O. As a reaction SMILES: [CH2:38]1[O:39][CH2:40][CH2:41][CH2:42]1.[CH3:1][O:2][c:3]1[c:4]([O:31][CH2:32][O:33][CH2:34][CH2:35][O:36][CH3:37])[cH:5][c:6](-[c:9]2[c:10](-[c:19]3[cH:20][c:21]([O:29][CH3:30])[c:22]([O:27][CH3:28])[c:23]([O:25][CH3:26])[cH:24]3)[c:11]3[c:12]([nH:13][c:14](=[O:17])[n:15][cH:16]3)[o:18]2)[cH:7][cH:8]1.[CH3:43][OH:44].[CH3:46][CH2:47][O:48][C:49]([CH3:50])=[O:51].[ClH:45]>>[CH3:1][O:2][c:3]1[c:4]([OH:31])[cH:5][c:6](-[c:9]2[c:10](-[c:19]3[cH:20][c:21]([O:29][CH3:30])[c:22]([O:27][CH3:28])[c:23]([O:25][CH3:26])[cH:24]3)[c:11]3[c:12]([nH:13][c:14](=[O:17])[n:15][cH:16]3)[o:18]2)[cH:7][cH:8]1. Reactants: BrC1=CC=2C(C3=CC=CC=C3C2C=C1)(CC)CC (2-bromo-9,9-diethylfluorene), C1(=CC=CC=C1)NC1=CC=CC=C1 (diphenylamine), CC(C)([O-])C.[Na+] (sodium t-butoxide). The reagents and catalysts are C=1C=CC(=CC1)/C=C/C(=O)/C=C/C2=CC=CC=C2.C=1C=CC(=CC1)/C=C/C(=O)/C=C/C2=CC=CC=C2.C=1C=CC(=CC1)/C=C/C(=O)/C=C/C2=CC=CC=C2.[Pd].[Pd] (tris(dibenzylideneacetone)dipalladium), C=1C=CC(=CC1)P(C=2C=CC=CC2)C3=CC=C4C=CC=CC4=C3C5=C6C=CC=CC6=CC=C5P(C=7C=CC=CC7)C=8C=CC=CC8 (rac-BINAP). Solvent: C1(=CC=CC=C1)C (toluene), C(C)OCC (diethylether). Product: C(C)C1(C2=CC=CC=C2C=2C=CC(=CC12)N(C1=CC=CC=C1)C1=CC=CC=C1)CC (9,9-diethyl-2-diphenylaminofluorene). The yield is 98.3%. As a reaction SMILES: Br[C:2]1[CH:14]=[CH:13][C:12]2[C:11]3[C:6](=[CH:7][CH:8]=[CH:9][CH:10]=3)[C:5]([CH2:17][CH3:18])([CH2:15][CH3:16])[C:4]=2[CH:3]=1.[C:19]1([NH:25][C:26]2[CH:31]=[CH:30][CH:29]=[CH:28][CH:27]=2)[CH:24]=[CH:23][CH:22]=[CH:21][CH:20]=1.CC(C)([O-])C.[Na+]>C1(C)C=CC=CC=1.C(OCC)C.C1C=CC(/C=C/C(/C=C/C2C=CC=CC=2)=O)=CC=1.C1C=CC(/C=C/C(/C=C/C2C=CC=CC=2)=O)=CC=1.C1C=CC(/C=C/C(/C=C/C2C=CC=CC=2)=O)=CC=1.[Pd].[Pd].C1C=CC(P(C2C(C3C(P(C4C=CC=CC=4)C4C=CC=CC=4)=CC=C4C=3C=CC=C4)=C3C(C=CC=C3)=CC=2)C2C=CC=CC=2)=CC=1>[CH2:15]([C:5]1([CH2:17][CH3:18])[C:4]2[CH:3]=[C:2]([N:25]([C:26]3[CH:27]=[CH:28][CH:29]=[CH:30][CH:31]=3)[C:19]3[CH:24]=[CH:23][CH:22]=[CH:21][CH:20]=3)[CH:14]=[CH:13][C:12]=2[C:11]2[C:6]1=[CH:7][CH:8]=[CH:9][CH:10]=2)[CH3:16] |f:2.3,6.7.8.9.10|. Reported procedure: A mixture of 2-bromo-9,9-diethylfluorene (2.44 g, 8.10 mmol), diphenylamine (1.43 g, 8.5 mmol), tris(dibenzylideneacetone)dipalladium (0.018 g, 0.25 mmol %), rac-BINAP (0.037 g, 0.75 mmol %), and sodium t-butoxide (1.08 g, 11.34 mmol) in dry toluene (100 ml) was heated at the refluxing temperature of the solvent for 8–10 h under an atmospheric pressure of nitrogen. After cooling the reaction mixture to room temperature, it was diluted with diethylether (60 ml), washed with brine (40 ml) and wate... Starting materials: BrCC1=CC=C2C=CC=3OC(C(C3C2=C1)(C)C)=O (8-bromomethyl-1,1-dimethyl-2(1H)-naphtho[2,1-b]furanone), CC=1N=CN(C1)C(C1=CC=CC=C1)(C1=CC=CC=C1)C1=CC=CC=C1 (4-methyl-1-tritylimidazole). The solvent is C(C)#N (acetonitrile). The product is CC1(C2=C(OC1=O)C=CC1=CC=C(C=C12)CN1C=NC=C1C)C (1,1-dimethyl-8-(5-methylimidazol-1-ylmethyl)-2(1H)-naphtho[2,1-b]furanone). As a reaction SMILES: Br[CH2:2][C:3]1[CH:15]=[C:14]2[C:6]([CH:7]=[CH:8][C:9]3[O:10][C:11](=[O:18])[C:12]([CH3:17])([CH3:16])[C:13]=32)=[CH:5][CH:4]=1.[CH3:19][C:20]1[N:21]=[CH:22][N:23](C(C2C=CC=CC=2)(C2C=CC=CC=2)C2C=CC=CC=2)[CH:24]=1>C(#N)C>[CH3:16][C:12]1([CH3:17])[C:11](=[O:18])[O:10][C:9]2[CH:8]=[CH:7][C:6]3[C:14]([C:13]1=2)=[CH:15][C:3]([CH2:2][N:21]1[C:20]([CH3:19])=[CH:24][N:23]=[CH:22]1)=[CH:4][CH:5]=3. Reported procedure: A mixture of 8-bromomethyl-1,1-dimethyl-2(1H)-naphtho[2,1-b]furanone (0.46 g), 4-methyl-1-tritylimidazole (0.49 g) and acetonitrile (2 ml) was heated under reflux for 18 h, then evaporated to dryness. The residue was treated with glacial acetic acid (4 ml) and water (1 ml), and the mixture was heated at 90° for 0.5 h. The mixture was diluted with water (20 ml) and washed with diethyl ether. The aqueous phase was separated, basified with potassium hydrogen carbonate and extracted twice with ethyl... Reactants: [Al+3], O=CC(Br)(Br)Br, C=C(C)C, [Cl-], [Cl-], [Cl-], O. Product: C=C(C)CC(O)C(Br)(Br)Br. RXN SMILES: [Al+3:12].[Br:1][C:2]([CH:3]=[O:4])([Br:5])[Br:6].[CH2:7]=[C:8]([CH3:9])[CH3:10].[Cl-:11].[Cl-:13].[Cl-:14].[OH2:15]>>[Br:1][C:2]([CH:3]([OH:4])[CH2:9][C:8](=[CH2:7])[CH3:10])([Br:5])[Br:6]. The reactants are [N+](=O)([O-])C=1C=C(C=C(C1)[N+](=O)[O-])C(C)O (3,5-Dinitrophenylethanol), O=P12OP3(=O)OP(=O)(O1)OP(=O)(O2)O3 (P2O5), [OH-].[Na+] (NaOH). The solvent is O (water). Conditions: temperature 100 celsius, time 3 hour. The product is [N+](=O)([O-])C=1C=C(C=C)C=C(C1)[N+](=O)[O-] (3,5-Dinitrostyrene). As a reaction SMILES: [N+:1]([C:4]1[CH:5]=[C:6]([CH:13](O)[CH3:14])[CH:7]=[C:8]([N+:10]([O-:12])=[O:11])[CH:9]=1)([O-:3])=[O:2].O=P12OP3(OP(OP(O3)(O1)=O)(=O)O2)=O.[OH-].[Na+]>O>[N+:1]([C:4]1[CH:5]=[C:6]([CH:7]=[C:8]([N+:10]([O-:12])=[O:11])[CH:9]=1)[CH:13]=[CH2:14])([O-:3])=[O:2] |f:2.3|. Reported procedure: 3,5-Dinitrophenylethanol (1.0 g, 4.7 mmol) was mixed with P2O5 (1.0 g, 0.71 mmol) and the stirred mixture was heated to 100° C. After 3 h, the mixture was allowed to cool to room temperature and water (0.4 ml) was added. The pH was adjusted to 9 using 1 M aqueous NaOH and extracted with diethyl ether (2×25 ml). The combined organic phases were dried (Na2SO4) and evaporated. The crude product was used without further purification in the next step. Starting materials: COC(=O)c1c(C(C)=O)cccc1[N+](=O)[O-], CN, CCO. Product: CN1C(=O)c2c([N+](=O)[O-])cccc2C1(C)O. As a reaction SMILES: [C:1]([CH3:2])(=[O:3])[c:4]1[c:5]([C:6](=[O:7])[O:8][CH3:9])[c:10]([N+:14](=[O:15])[O-:16])[cH:11][cH:12][cH:13]1.[CH3:17][NH2:18].[CH3:19][CH2:20][OH:21]>>[C:1]1([CH3:2])([OH:3])[c:4]2[c:5]([c:10]([N+:14](=[O:15])[O-:16])[cH:11][cH:12][cH:13]2)[C:6](=[O:7])[N:18]1[CH3:17].